This data is from the Open Reaction Database (ORD), a public repository of structured organic reaction records. The task is: describe an organic reaction: reactants, conditions, products, and yield Reactants: [OH-].[Na+] (sodium hydroxide), Cl (hydrochloric acid), OC1=CC=C(C=C1)C=1N=NSC1C(=O)O (4-(4-hydroxyphenyl)-5-carboxy-1,2,3-thiadiazole), C(Br)C1CO1 (epibromohydrin). Run in O (water). Run at time 10 minute. Yields the product O1C(COC2=CC=C(C=C2)C=2N=NSC2C(=O)O)C1 (4-[4(2,3-epoxypropoxy)phenyl]-5-carboxy-1,2,3-thiadiazole). Reaction SMILES: [OH-].[Na+].[OH:3][C:4]1[CH:9]=[CH:8][C:7]([C:10]2[N:11]=[N:12][S:13][C:14]=2[C:15]([OH:17])=[O:16])=[CH:6][CH:5]=1.[CH2:18]([CH:20]1[O:22][CH2:21]1)Br.Cl>O>[O:22]1[CH2:21][CH:20]1[CH2:18][O:3][C:4]1[CH:9]=[CH:8][C:7]([C:10]2[N:11]=[N:12][S:13][C:14]=2[C:15]([OH:17])=[O:16])=[CH:6][CH:5]=1 |f:0.1|. Reported procedure: To a solution of 80 mg. of sodium hydroxide in 10 ml. of water is added 250 mg. of 4-(4-hydroxyphenyl)-5-carboxy-1,2,3-thiadiazole. The reaction mixture is stirred for 10 minutes and then treated dropwise with 0.4 ml. of epibromohydrin, maintaining the reaction mixture at room temperature under stirring for 48 additional hours. It is then acidified with 10% hydrochloric acid solution and extracted with ethyl acetate. The combined organic extracts are dried over sodium sulfate and evaporated to d... The reactants are C1CCOC1, COC(=O)c1cc(C(C)=O)ccc1OC(C)C, [Na+], [OH-]. Yields the product CC(=O)c1ccc(OC(C)C)c(C(=O)O)c1. Reaction SMILES: [CH2:20]1[O:21][CH2:22][CH2:23][CH2:24]1.[CH3:1][O:2][C:3]([c:4]1[c:5]([O:13][CH:14]([CH3:15])[CH3:16])[cH:6][cH:7][c:8]([C:10]([CH3:11])=[O:12])[cH:9]1)=[O:17].[Na+:19].[OH-:18]>>[O:2]=[C:3]([c:4]1[c:5]([O:13][CH:14]([CH3:15])[CH3:16])[cH:6][cH:7][c:8]([C:10]([CH3:11])=[O:12])[cH:9]1)[OH:17]. Starting materials: Cl (hydrochloric acid), C(C)(C)(C)OC(CN1N=CC(=C1)C1=CC(=CC=2C(C3=CC=CC=C3C12)(C(F)(F)F)O)F)=O (t-butyl[4-(2-fluoro-9-hydroxy-9-trifluoromethyl-9H-fluoren-4-yl)-pyrazol-1-yl]-acetate), C=O (paraformaldehyde), solution, [F-].C(CCC)[N+](CCCC)(CCCC)CCCC (tetrabutylammonium fluoride), CN(C=O)C (dimethylformamide). The solvent is O1CCCC1 (tetrahydrofuran). Reaction conditions: temperature 90 celsius, time 4 hour. The product is FC1=CC=2C(C3=CC=CC=C3C2C(=C1)C=1C=NN(C1)C(C(=O)O)(CO)CO)(C(F)(F)F)O (2-[4-(2-fluoro-9-hydroxy-9-trifluoromethyl-9H-fluoren-4-yl)-pyrazol-1-yl]-3-hydroxy-2-hydroxymethyl-propionic acid). Reaction SMILES: C([O:5][C:6](=[O:32])[CH2:7][N:8]1[CH:12]=[C:11]([C:13]2[C:25]3[C:24]4[C:19](=[CH:20][CH:21]=[CH:22][CH:23]=4)[C:18]([OH:30])([C:26]([F:29])([F:28])[F:27])[C:17]=3[CH:16]=[C:15]([F:31])[CH:14]=2)[CH:10]=[N:9]1)(C)(C)C.[CH2:33]=[O:34].[F-].C([N+](CCCC)(CCCC)CCCC)CCC.Cl.CN(C)[CH:56]=[O:57]>O1CCCC1>[F:31][C:15]1[CH:14]=[C:13]([C:11]2[CH:10]=[N:9][N:8]([C:7]([CH2:56][OH:57])([CH2:33][OH:34])[C:6]([OH:5])=[O:32])[CH:12]=2)[C:25]2[C:24]3[C:19](=[CH:20][CH:21]=[CH:22][CH:23]=3)[C:18]([OH:30])([C:26]([F:29])([F:28])[F:27])[C:17]=2[CH:16]=1 |f:2.3|. Reported procedure: To a solution of an optically active form (33.3 g) of t-butyl[4-(2-fluoro-9-hydroxy-9-trifluoromethyl-9H-fluoren-4-yl)-pyrazol-1-yl]-acetate and paraformaldehyde (18.3 g) in dimethylformamide (100 ml) was added at room temperature a 1M solution (244 ml) of tetrabutylammonium fluoride in tetrahydrofuran, and the mixture was stirred at 90° C. for 4 hr. To the reaction mixture was added 1N hydrochloric acid (400 ml), and the mixture was extracted with ethyl acetate (200 ml). The separated aqueous l... The reactants are Cc1c(OCCCS(C)(=O)=O)cn2ncnc(Oc3ccccc3)c12, CCO, Cl. Product: Cc1c(OCCCS(C)(=O)=O)cn2ncnc(O)c12. Reaction SMILES: [CH3:1][S:2](=[O:3])(=[O:4])[CH2:5][CH2:6][CH2:7][O:8][c:9]1[c:10]([CH3:25])[c:11]2[c:12]([O:18][c:19]3[cH:20][cH:21][cH:22][cH:23][cH:24]3)[n:13][cH:14][n:15][n:16]2[cH:17]1.[CH3:27][CH2:28][OH:29].[ClH:26]>>[CH3:1][S:2](=[O:3])(=[O:4])[CH2:5][CH2:6][CH2:7][O:8][c:9]1[c:10]([CH3:25])[c:11]2[c:12]([OH:18])[n:13][cH:14][n:15][n:16]2[cH:17]1. Starting materials: CC1(OB(OC1(C)C)C1=C2C=NNC2=CC(=C1)C(F)(F)F)C (4-(4,4,5,5-tetramethyl-1,3,2-dioxaborolan-2-yl)-6-(trifluoromethyl)-1H-indazole), BrC1=CN=C2N1N=C(C=C2)C(=O)OC (methyl 3-bromoimidazo[1,2-b]pyridazine-6-carboxylate). Reagents/catalysts: C1=CC=C(C=C1)P([C-]2C=CC=C2)C3=CC=CC=C3.C1=CC=C(C=C1)P([C-]2C=CC=C2)C3=CC=CC=C3.Cl[Pd]Cl.[Fe+2] (PdCl2(dppf)). Solvent: O1CCOCC1 (dioxane), C(=O)(O)[O-].[Na+] (NaHCO3). Conditions: temperature 140 celsius. The product is FC(C1=CC(=C2C=NNC2=C1)C1=CN=C2N1N=C(C=C2)C(=O)O)(F)F (3-(6-(trifluoromethyl)-1H-indazol-4-yl)imidazo[1,2-b]pyridazine-6-carboxylic acid). As a reaction SMILES: CC1(C)C(C)(C)OB([C:9]2[CH:17]=[C:16]([C:18]([F:21])([F:20])[F:19])[CH:15]=[C:14]3[C:10]=2[CH:11]=[N:12][NH:13]3)O1.Br[C:24]1[N:28]2[N:29]=[C:30]([C:33]([O:35]C)=[O:34])[CH:31]=[CH:32][C:27]2=[N:26][CH:25]=1>O1CCOCC1.C([O-])(O)=O.[Na+].C1C=CC(P(C2C=CC=CC=2)[C-]2C=CC=C2)=CC=1.C1C=CC(P(C2C=CC=CC=2)[C-]2C=CC=C2)=CC=1.Cl[Pd]Cl.[Fe+2]>[F:21][C:18]([F:19])([F:20])[C:16]1[CH:15]=[C:14]2[C:10]([CH:11]=[N:12][NH:13]2)=[C:9]([C:24]2[N:28]3[N:29]=[C:30]([C:33]([OH:35])=[O:34])[CH:31]=[CH:32][C:27]3=[N:26][CH:25]=2)[CH:17]=1 |f:3.4,5.6.7.8|. Reported procedure: To a 10 mL vial was added a mixture of 4-(4,4,5,5-tetramethyl-1,3,2-dioxaborolan-2-yl)-6-(trifluoromethyl)-1H-indazole (0.066 g, 0.211 mmol), methyl 3-bromoimidazo[1,2-b]pyridazine-6-carboxylate (0.054 g, 0.211 mmol) and PdCl2(dppf) (7.74 mg, 10.57 μmol) in dioxane (2 mL) and aqueous saturated NaHCO3 (1 mL). The resulting orange suspension was heated at 140° C. for 30 minutes in a microwave reactor. The major peak by LCMS was the decarboxylated product. The reaction mixture was extracted into Et... The reactants are Clc1nncc2cc(Br)ccc12, O=C([O-])[O-], CC#N, CCOC(C)=O, CC(C)NC(=O)C1CCC(C)N1, [Cs+], [Cs+]. The product is CC(C)NC(=O)C1CCC(C)N1c1nncc2cc(Br)ccc12. As a reaction SMILES: [Br:1][c:2]1[cH:3][c:4]2[cH:5][n:6][n:7][c:8]([Cl:12])[c:9]2[cH:10][cH:11]1.[C:25](=[O:26])([O-:27])[O-:28].[CH3:31][C:32]#[N:33].[CH3:34][CH2:35][O:36][C:37]([CH3:38])=[O:39].[CH:13]([CH3:14])([CH3:15])[NH:16][C:17](=[O:18])[CH:19]1[NH:20][CH:21]([CH3:24])[CH2:22][CH2:23]1.[Cs+:29].[Cs+:30]>>[Br:1][c:2]1[cH:3][c:4]2[cH:5][n:6][n:7][c:8]([N:20]3[CH:19]([C:17]([NH:16][CH:13]([CH3:14])[CH3:15])=[O:18])[CH2:23][CH2:22][CH:21]3[CH3:24])[c:9]2[cH:10][cH:11]1. Reactants: C(C)(C)(C)[Li] (tert-Butyl lithium), CCOCC (ether), BrC=1C=C2C(=CNC2=CC1C)C (5-bromo-3,6-dimethyl-1H-indole). Solvent: CN(C)C=O (DMF). Conditions: temperature 0 celsius, time 30 minute. Yields the product CC1=CNC2=CC(=C(C=C12)C=O)C (3,6-Dimethyl-1H-indole-5-carbaldehyde). Yield: 82.0%. RXN SMILES: C([Li])(C)(C)C.CC[O:8][CH2:9][CH3:10].Br[C:12]1[CH:13]=[C:14]2[C:18](=[CH:19][C:20]=1C)[NH:17][CH:16]=[C:15]2[CH3:22]>CN(C=O)C>[CH3:22][C:15]1[C:14]2[C:18](=[CH:19][C:20]([CH3:12])=[C:10]([CH:9]=[O:8])[CH:13]=2)[NH:17][CH:16]=1. Reported procedure: tert-Butyl lithium (16.7 mL, 28.3 mmol, 1.7 M in pentanes) was added to a dry ether (20 mL) solution of 5-bromo-3,6-dimethyl-1H-indole (1.27 g, 5.67 mmol) at −78° C. under Argon. The mixture was stirred at 0° C. for 30 min then cooled to −78° C. DMF (18 mL) was added and the mixture was stirred at 0° C. for 1 h. The reaction was quenched with cold, saturated NH4Cl solution at −78° C. The mixture was diluted with ether and hexane, washed with brine, dried and evaporated. Crystallization from a CH...